Task: describe an organic reaction: reactants, conditions, products, and yield. Dataset: the Open Reaction Database (ORD), a public repository of structured organic reaction records The reactants are CCCCCCCCCCCCBr, COC(=O)c1ccc2cccc(O)c2n1, ClCCl, [H-], [I-], [Na+], [Na+], CN(C)C=O. The product is CCCCCCCCCCCCOc1cccc2ccc(C(=O)OC)nc12. RXN SMILES: [CH2:1]([CH2:2][CH2:3][CH2:4][CH2:5][CH2:6][CH2:7][CH2:8][CH2:9][CH2:10][CH2:11][CH3:12])[Br:13].[CH3:18][O:19][C:20](=[O:21])[c:22]1[n:23][c:24]2[c:25]([OH:32])[cH:26][cH:27][cH:28][c:29]2[cH:30][cH:31]1.[Cl:38][CH2:39][Cl:40].[H-:17].[I-:14].[Na+:15].[Na+:16].[O:33]=[CH:34][N:35]([CH3:36])[CH3:37]>>[CH2:1]([CH2:2][CH2:3][CH2:4][CH2:5][CH2:6][CH2:7][CH2:8][CH2:9][CH2:10][CH2:11][CH3:12])[O:32][c:25]1[c:24]2[n:23][c:22]([C:20]([O:19][CH3:18])=[O:21])[cH:31][cH:30][c:29]2[cH:28][cH:27][cH:26]1. The reactants are CC(C)N(C)c1ccc(N)cn1, O=C(O)c1nc(-c2ccccc2)oc1C(F)(F)F. Product: CC(C)N(C)c1ccc(NC(=O)c2nc(-c3ccccc3)oc2C(F)(F)F)cn1. As a reaction SMILES: [CH:19]([CH3:20])([CH3:21])[N:22]([c:23]1[n:24][cH:25][c:26]([NH2:29])[cH:27][cH:28]1)[CH3:30].[c:1]1(-[c:7]2[o:8][c:9]([C:15]([F:16])([F:17])[F:18])[c:10]([C:12](=[O:13])[OH:14])[n:11]2)[cH:2][cH:3][cH:4][cH:5][cH:6]1>>[c:1]1(-[c:7]2[o:8][c:9]([C:15]([F:16])([F:17])[F:18])[c:10]([C:12](=[O:14])[NH:29][c:26]3[cH:25][n:24][c:23]([N:22]([CH:19]([CH3:20])[CH3:21])[CH3:30])[cH:28][cH:27]3)[n:11]2)[cH:2][cH:3][cH:4][cH:5][cH:6]1.